Dataset: the Open Reaction Database (ORD), a public repository of structured organic reaction records. Task: describe an organic reaction: reactants, conditions, products, and yield The reactants are O=[N+]([O-])c1cccc(S(=O)(=O)Cl)c1, CCOC(=O)C(Cc1cccc(N)c1)NC(=O)CCc1ccccc1. The product is CCOC(=O)C(Cc1cccc(NS(=O)(=O)c2cccc([N+](=O)[O-])c2)c1)NC(=O)CCc1ccccc1. RXN SMILES: [N+:26](=[O:27])([O-:28])[c:29]1[cH:30][c:31]([S:35](=[O:36])(=[O:37])[Cl:38])[cH:32][cH:33][cH:34]1.[NH2:1][c:2]1[cH:3][c:4]([CH2:8][CH:9]([C:10](=[O:11])[O:12][CH2:13][CH3:14])[NH:15][C:16]([CH2:17][CH2:18][c:19]2[cH:20][cH:21][cH:22][cH:23][cH:24]2)=[O:25])[cH:5][cH:6][cH:7]1>>[NH:1]([c:2]1[cH:3][c:4]([CH2:8][CH:9]([C:10](=[O:11])[O:12][CH2:13][CH3:14])[NH:15][C:16]([CH2:17][CH2:18][c:19]2[cH:20][cH:21][cH:22][cH:23][cH:24]2)=[O:25])[cH:5][cH:6][cH:7]1)[S:35]([c:31]1[cH:30][c:29]([N+:26](=[O:27])[O-:28])[cH:34][cH:33][cH:32]1)(=[O:36])=[O:37]. The reactants are crude product, Cl (hydrochloric acid), BrCCC=C1C2=C(CCC3=C1C=CC=C3)C=CC=C2 (5-(3-Bromo-1-propylidene)-10,11-dihydro-5H-dibenzo[a,d]cycloheptene), C([O-])([O-])=O.[K+].[K+] (potassium carbonate), [I-].[K+] (potassium iodide), C(C)OC(=O)C1CCNCC1 (4-piperidinecarboxylic acid ethyl ester). Solvent: C(C)(=O)OCC (ethyl acetate), O (Water), C(C)C(=O)C (methyl ethyl ketone). Run at time 3 day. The product is Cl.C(C)OC(=O)C1CCN(CC1)CCC=C1C2=C(CCC3=C1C=CC=C3)C=CC=C2 (1-(3-(10,11-dihydro-5H-dibenzo[a,d]cyclohepten-5-ylidene)-1-propyl)-4-piperidinecarboxylic acid ethyl ester hydrochloride). Reaction SMILES: Br[CH2:2][CH2:3][CH:4]=[C:5]1[C:11]2[CH:12]=[CH:13][CH:14]=[CH:15][C:10]=2[CH2:9][CH2:8][C:7]2[CH:16]=[CH:17][CH:18]=[CH:19][C:6]1=2.C(=O)([O-])[O-].[K+].[K+].[I-].[K+].[CH2:28]([O:30][C:31]([CH:33]1[CH2:38][CH2:37][NH:36][CH2:35][CH2:34]1)=[O:32])[CH3:29].[ClH:39]>C(C(C)=O)C.C(OCC)(=O)C.O>[ClH:39].[CH2:28]([O:30][C:31]([CH:33]1[CH2:38][CH2:37][N:36]([CH2:2][CH2:3][CH:4]=[C:5]2[C:11]3[CH:12]=[CH:13][CH:14]=[CH:15][C:10]=3[CH2:9][CH2:8][C:7]3[CH:16]=[CH:17][CH:18]=[CH:19][C:6]2=3)[CH2:35][CH2:34]1)=[O:32])[CH3:29] |f:1.2.3,4.5,11.12|. Procedure: 5-(3-Bromo-1-propylidene)-10,11-dihydro-5H-dibenzo[a,d]cycloheptene (3.00 g, 0.0096 mol), potassium carbonate (8.3 g, 0.060 mol), potassium iodide (3.3 g, 0.020 mol) and 4-piperidinecarboxylic acid ethyl ester (3.1 ml, 0.020 mol) was mixed in methyl ethyl ketone (100 ml) and heated at reflux temperature for 20 h and stirred at room temperature for 3 days. Water (100 ml) was added, the phases were separated, and the aqueous phase was extracted with ethyl acetate. The organic phase was dried (MgSO... Run at time 4 hour. Procedure details: To 47.5 g of an aqueous solution containing 0.2 mol of 2-propionamido pyridine (Ie), a solution containing 71 g (0.5 ml) of disodium hydrogenphosphate dissolved in 450 g of water was added. To this mixture, a solution containing 49.2 g (0.31 mol) of bromine dissolved in 50 g of acetic acid was added with stirring at 10°-15° C. for 4 hours. After having been stirred at room temperature for one hour and then at 60° C. for one hour, the mixture was cooled. The crystal precipitated thereby was filte... The yield is 84.7%. The reactants are BrBr (bromine), aqueous solution, C(CC)(=O)NC1=NC=CC=C1 (2-propionamido pyridine), P(=O)(O)([O-])[O-].[Na+].[Na+] (disodium hydrogenphosphate). RXN SMILES: [C:1]([NH:5][C:6]1[CH:11]=[CH:10][CH:9]=[CH:8][N:7]=1)(=[O:4])[CH2:2][CH3:3].P([O-])([O-])(O)=O.[Na+].[Na+].[Br:19]Br>O.C(O)(=O)C>[C:1]([NH:5][C:6]1[CH:11]=[CH:10][C:9]([Br:19])=[CH:8][N:7]=1)(=[O:4])[CH2:2][CH3:3] |f:1.2.3|. Run in O (water), C(C)(=O)O (acetic acid). Yields the product C(CC)(=O)NC1=NC=C(C=C1)Br (2-propionamido-5-bromopyridine). Reactants: CCOC(=O)c1ccc(Cl)cc1NC(=O)Oc1ccccc1, NS(=O)(=O)c1ccc(OCCN2CCOCC2)cc1. Product: CCOC(=O)c1ccc(Cl)cc1NC(=O)NS(=O)(=O)c1ccc(OCCN2CCOCC2)cc1. As a reaction SMILES: [Cl:1][c:2]1[cH:3][c:4]([NH:13][C:14]([O:16][c:15]2[cH:17][cH:18][cH:19][cH:20][cH:21]2)=[O:22])[c:5]([C:6](=[O:7])[O:8][CH2:9][CH3:10])[cH:11][cH:12]1.[O:23]1[CH2:24][CH2:25][N:26]([CH2:29][CH2:30][O:31][c:32]2[cH:33][cH:34][c:35]([S:38](=[O:39])(=[O:40])[NH2:41])[cH:36][cH:37]2)[CH2:27][CH2:28]1>>[Cl:1][c:2]1[cH:3][c:4]([NH:13][C:14](=[O:16])[NH:41][S:38]([c:35]2[cH:34][cH:33][c:32]([O:31][CH2:30][CH2:29][N:26]3[CH2:25][CH2:24][O:23][CH2:28][CH2:27]3)[cH:37][cH:36]2)(=[O:39])=[O:40])[c:5]([C:6](=[O:7])[O:8][CH2:9][CH3:10])[cH:11][cH:12]1. Reactants: CCCCN, CS(=O)(=O)Nc1cc(NC(=O)CCl)c([N+](=O)[O-])cc1Oc1ccccc1, C1COCCO1, O. Product: CCCCNCC(=O)Nc1cc(NS(C)(=O)=O)c(Oc2ccccc2)cc1[N+](=O)[O-]. RXN SMILES: [CH2:33]([CH2:34][CH2:35][CH3:36])[NH2:37].[Cl:7][CH2:8][C:9](=[O:10])[NH:11][c:12]1[c:13]([N+:30](=[O:31])[O-:32])[cH:14][c:15]([O:23][c:24]2[cH:25][cH:26][cH:27][cH:28][cH:29]2)[c:16]([NH:18][S:19](=[O:20])(=[O:21])[CH3:22])[cH:17]1.[O:1]1[CH2:2][CH2:3][O:4][CH2:5][CH2:6]1.[OH2:38]>>[CH2:8]([C:9](=[O:10])[NH:11][c:12]1[c:13]([N+:30](=[O:31])[O-:32])[cH:14][c:15]([O:23][c:24]2[cH:25][cH:26][cH:27][cH:28][cH:29]2)[c:16]([NH:18][S:19](=[O:20])(=[O:21])[CH3:22])[cH:17]1)[NH:37][CH2:33][CH2:34][CH2:35][CH3:36]. The reactants are FC1=C(C=O)C=C(C=C1)[N+](=O)[O-] (2-fluoro-5-nitrobenzaldehyde), C(O)CN (ethanolamine). Run in C(C)O (ethanol). Run at time 48 hour. The product is FC1=C(CNCCO)C=C(C=C1)[N+](=O)[O-] (2-[(2-Fluoro-5-nitrobenzyl)amino]ethanol). The yield is 56.7%. As a reaction SMILES: [F:1][C:2]1[CH:9]=[CH:8][C:7]([N+:10]([O-:12])=[O:11])=[CH:6][C:3]=1[CH:4]=O.[CH2:13]([CH2:15][NH2:16])[OH:14]>C(O)C>[F:1][C:2]1[CH:9]=[CH:8][C:7]([N+:10]([O-:12])=[O:11])=[CH:6][C:3]=1[CH2:4][NH:16][CH2:15][CH2:13][OH:14]. Procedure: To 2-fluoro-5-nitrobenzaldehyde (52.4 g, 0.31 mol) in absolute ethanol (500 ml) was added ethanolamine (18.93 g, 0.31 mol) and borane-pyridine complex (31.31 ml, 0.31 mol). The mixture was stirred for 48 h and then evaporated. The residue was acidified with 2.5N hydrochloric acid, extracted with methylene chloride (3×150 ml), and the extracts were discarded. The aqueous phase was basified with 25% aqueous sodium hydroxide and extracted with methylene chloride (4×200 ml). These extracts were wash...